Dataset: the Open Reaction Database (ORD), a public repository of structured organic reaction records. Task: describe an organic reaction: reactants, conditions, products, and yield Reactants: C(C1=CC=CC=C1)N1C[C@H]2[C@H](C1)[C@H](CC2)CS(=O)(=O)[O-] ((3aS,4S,6aR)-2-benzyloctahydrocyclopenta[c]pyrrol-4-ylmethanesulfonate), [N-]=[N+]=[N-].[Na+] (sodium azide). Run in C(C)(=O)OCC (ethyl acetate), CN(C(C)=O)C (N,N-dimethylacetamide). Run at temperature 90 celsius. Product: N(=[N+]=[N-])[C@@H]1CC[C@H]2CN(C[C@H]21)CC2=CC=CC=C2 ((3aS,4R,6aR)-4-azido-2-benzyloctahydrocyclopenta[c]pyrrole). Reaction SMILES: [CH2:1]([N:8]1[CH2:12][C@@H:11]2[C@@H:13](CS([O-])(=O)=O)[CH2:14][CH2:15][C@H:10]2[CH2:9]1)[C:2]1[CH:7]=[CH:6][CH:5]=[CH:4][CH:3]=1.[N-:21]=[N+:22]=[N-:23].[Na+]>CN(C)C(=O)C.C(OCC)(=O)C>[N:21]([C@H:13]1[C@H:11]2[C@H:10]([CH2:9][N:8]([CH2:1][C:2]3[CH:7]=[CH:6][CH:5]=[CH:4][CH:3]=3)[CH2:12]2)[CH2:15][CH2:14]1)=[N+:22]=[N-:23] |f:1.2|. Procedure: (3aS,4S,6aR)-2-Benzyloctahydrocyclopenta[c]pyrrol-4-yl methanesulfonate (1.686 g, 5.71 mmol) from Step C and sodium azide (0.557 g, 8.56 mmol) were combined in N,N-dimethylacetamide (10 mL). The reaction was heated at 90° C. for 15 hours. The reaction was cooled and diluted with 200 mL of ethyl acetate and then quenched with 30 mL water. The organic layer was removed and washed with 2×20 mL of water, then 20 mL of brine. The solvent was removed in vacuo to give (3aS,4R,6aR)-4-azido-2-benzyloctah... Starting materials: N(=O)N1C(CS(CC1(C)C)(=O)=O)(C)C (1-nitroso-2,2,6,6-tetramethyl-1-aza-4-thiacyclohexane-4,4-dioxide). The reagents and catalysts are [Zn] (zinc). The solvent is C(C)(=O)O (acetic acid), O (water). Conditions: temperature 50 celsius, time 3 hour. Yields the product NN1C(CS(CC1(C)C)(=O)=O)(C)C (1-amino-2,2,6,6-tetramethyl-1-aza-4-thiacyclohexane-4,4-dioxide). As a reaction SMILES: [N:1]([N:3]1[C:8]([CH3:10])([CH3:9])[CH2:7][S:6](=[O:12])(=[O:11])[CH2:5][C:4]1([CH3:14])[CH3:13])=O>C(O)(=O)C.O.[Zn]>[NH2:1][N:3]1[C:4]([CH3:13])([CH3:14])[CH2:5][S:6](=[O:12])(=[O:11])[CH2:7][C:8]1([CH3:10])[CH3:9]. Procedure details: 22.0 g (0.1 mole) of 1-nitroso-2,2,6,6-tetramethyl-1-aza-4-thiacyclohexane-4,4-dioxide is suspended in a mixture of 150 ml of glacial acetic acid and 100 ml of water. Within 3 hours, 40 g of zinc dust is introduced in small portions, the temperature being maintained between 30° and 35°C. The reaction mixture is subsequently fully stirred for 5 hours at 50°C; the zinc sediment is filtered off hot, and the cooled filtrate rendered alkaline with sodium hydroxide solution. It is extracted with ether... The reactants are CN(C)CC(CC(=O)OCc1ccccc1)NC(=O)CCCCCCCCN(C)c1ccccc1, CN(C)CC(CC(=O)O)NC(=O)CCCCCCCCN(C)CCc1ccccc1. The product is CN(C)CC(CC(=O)O)NC(=O)CCCCCCCCN(C)c1ccccc1. As a reaction SMILES: [CH2:1]([c:2]1[cH:3][cH:4][cH:5][cH:6][cH:7]1)[O:8][C:9]([CH2:10][CH:11]([CH2:12][N:13]([CH3:14])[CH3:15])[NH:16][C:17]([CH2:18][CH2:19][CH2:20][CH2:21][CH2:22][CH2:23][CH2:24][CH2:25][N:26]([c:27]1[cH:28][cH:29][cH:30][cH:31][cH:32]1)[CH3:33])=[O:34])=[O:35].[CH3:36][N:37]([CH3:38])[CH2:39][CH:40]([NH:41][C:42](=[O:43])[CH2:44][CH2:45][CH2:46][CH2:47][CH2:48][CH2:49][CH2:50][CH2:51][N:52]([CH3:53])[CH2:54][CH2:55][c:56]1[cH:57][cH:58][cH:59][cH:60][cH:61]1)[CH2:62][C:63]([OH:64])=[O:65]>>[O:8]=[C:9]([CH2:10][CH:11]([CH2:12][N:13]([CH3:14])[CH3:15])[NH:16][C:17]([CH2:18][CH2:19][CH2:20][CH2:21][CH2:22][CH2:23][CH2:24][CH2:25][N:26]([c:27]1[cH:28][cH:29][cH:30][cH:31][cH:32]1)[CH3:33])=[O:34])[OH:35]. Starting materials: O=C([O-])[O-], C=CCn1c(-c2cccnc2)nn(CCCCCl)c1=O, COc1ccccc1N1CCNCC1, Cc1ccccc1, Cl, [I-], [K+], [K+], [K+]. Product: C=CCn1c(-c2cccnc2)nn(CCCCN2CCN(c3ccccc3OC)CC2)c1=O. Reaction SMILES: [C:36](=[O:37])([O-:38])[O-:39].[CH2:1]([CH:2]=[CH2:3])[n:4]1[c:5](=[O:20])[n:6]([CH2:15][CH2:16][CH2:17][CH2:18][Cl:19])[n:7][c:8]1-[c:9]1[cH:10][n:11][cH:12][cH:13][cH:14]1.[CH3:22][O:23][c:24]1[c:25]([N:30]2[CH2:31][CH2:32][NH:33][CH2:34][CH2:35]2)[cH:26][cH:27][cH:28][cH:29]1.[CH3:44][c:45]1[cH:46][cH:47][cH:48][cH:49][cH:50]1.[ClH:21].[I-:43].[K+:40].[K+:41].[K+:42]>>[CH2:1]([CH:2]=[CH2:3])[n:4]1[c:5](=[O:20])[n:6]([CH2:15][CH2:16][CH2:17][CH2:18][N:33]2[CH2:32][CH2:31][N:30]([c:25]3[c:24]([O:23][CH3:22])[cH:29][cH:28][cH:27][cH:26]3)[CH2:35][CH2:34]2)[n:7][c:8]1-[c:9]1[cH:10][n:11][cH:12][cH:13][cH:14]1. The reactants are C(C)N1C=C(C(C2=CC(=C(C(=C12)F)F)F)=O)C(=O)O (1-ethyl-6,7,8-trifluoro-1,4-dihydro-4- oxoquinoline-3-carboxylic acid), COC=1C=C2CNCC2=CC1 (5-methoxyisoindoline), C1CCC2=NCCCN2CC1 (DBU). Solvent: CN(C)C=O (DMF). Yields the product COC=1C=C2CN(CC2=CC1)C1=C(C=C2C(C(=CN(C2=C1F)CC)C(=O)O)=O)F (7(5-methoxy-2-isoindolinyl)-1-ethyl-6,8-difluoro-1,4- dihydro-4-oxoquinoline-3-carboxylic acid). Isolated yield 31.6%. RXN SMILES: [CH2:1]([N:3]1[C:12]2[C:7](=[CH:8][C:9]([F:15])=[C:10](F)[C:11]=2[F:13])[C:6](=[O:16])[C:5]([C:17]([OH:19])=[O:18])=[CH:4]1)[CH3:2].[CH3:20][O:21][C:22]1[CH:23]=[C:24]2[C:28](=[CH:29][CH:30]=1)[CH2:27][NH:26][CH2:25]2.C1CCN2C(=NCCC2)CC1>CN(C=O)C>[CH3:20][O:21][C:22]1[CH:23]=[C:24]2[C:28](=[CH:29][CH:30]=1)[CH2:27][N:26]([C:10]1[C:11]([F:13])=[C:12]3[C:7]([C:6](=[O:16])[C:5]([C:17]([OH:19])=[O:18])=[CH:4][N:3]3[CH2:1][CH3:2])=[CH:8][C:9]=1[F:15])[CH2:25]2. Reported procedure: 135 mg of 1-ethyl-6,7,8-trifluoro-1,4-dihydro-4- oxoquinoline-3-carboxylic acid, 104 mg of 5-methoxyisoindoline, 121 mg of DBU, and 1.5 ml of anhydrous DMF were processed in the same manner as in Example 20 to produce 63 mg of the target compound. Starting materials: O (water), ClC=1C=CC(=C(C#N)C1)F (5-chloro-2-fluoro-benzonitrile), CC1CNCC(C1)C (3,5-dimethylpiperdine), C([O-])([O-])=O.[Cs+].[Cs+] (cesium carbonate). The solvent is C(C)OC(C)=O (ethylacetate), CN(C)C=O (DMF). Product: ClC=1C=CC(=C(C#N)C1)N1CC(CC(C1)C)C (5-chloro-2-(3,5-dimethyl-piperidin-1-yl)-benzonitrile). Isolated yield 102.8%. Reaction SMILES: [Cl:1][C:2]1[CH:3]=[CH:4][C:5](F)=[C:6]([CH:9]=1)[C:7]#[N:8].[CH3:11][CH:12]1[CH2:17][CH:16]([CH3:18])[CH2:15][NH:14][CH2:13]1.C(=O)([O-])[O-].[Cs+].[Cs+].O>CN(C=O)C.C(OC(=O)C)C>[Cl:1][C:2]1[CH:3]=[CH:4][C:5]([N:14]2[CH2:15][CH:16]([CH3:18])[CH2:17][CH:12]([CH3:11])[CH2:13]2)=[C:6]([CH:9]=1)[C:7]#[N:8] |f:2.3.4|. Reported procedure: To a solution of 5-chloro-2-fluoro-benzonitrile (0.700 g, 4.499 mmol) in anhydrous DMF (8.0 mL) was added 3,5-dimethylpiperdine (0.713 g, 6.299 mmol) and cesium carbonate (4.30 g, 13.497 mmol). The reaction mixture was heated at 80 C for 2 h. Upon cooling to rt, water and ethylacetate was added. The organic layer was separated and the aqueous layer was extracted twice with ethyl acetate. To the combined organic layer was added ether and the organic layer was washed with water and brine, dried (N... Reactants: ClC1=CC(=NC=N1)C(=O)NC=1C=C2C=NNC2=CC1 (6-chloro-N-1H-indazol-5-ylpyrimidine-4-carboxamide), C1(CCCCC1)NCCOC (cyclohexyl-(2-methoxy-ethyl)-amine), ClC1=CC(=NC=N1)C(=O)NC=1C=C2C=NNC2=CC1 (6-chloro-N-1H-indazol-5-ylpyrimidine-4-carboxamide), C1(CCCCC1)NCCOC (cyclohexyl-(2-methoxy-ethyl)-amine). Product: C1(CCCCC1)N(C1=CC(=NC=N1)C(=O)NC=1C=C2C=NNC2=CC1)CCOC (6-[cyclohexyl(2-methoxyethyl)amino]-N-1H-indazol-5-ylpyrimidine-4-carboxamide). RXN SMILES: Cl[C:2]1[N:7]=[CH:6][N:5]=[C:4]([C:8]([NH:10][C:11]2[CH:12]=[C:13]3[C:17](=[CH:18][CH:19]=2)[NH:16][N:15]=[CH:14]3)=[O:9])[CH:3]=1.[CH:20]1([NH:26][CH2:27][CH2:28][O:29][CH3:30])[CH2:25][CH2:24][CH2:23][CH2:22][CH2:21]1>>[CH:20]1([N:26]([CH2:27][CH2:28][O:29][CH3:30])[C:2]2[N:7]=[CH:6][N:5]=[C:4]([C:8]([NH:10][C:11]3[CH:12]=[C:13]4[C:17](=[CH:18][CH:19]=3)[NH:16][N:15]=[CH:14]4)=[O:9])[CH:3]=2)[CH2:25][CH2:24][CH2:23][CH2:22][CH2:21]1. Procedure: Following the general method as outlined in Example 20, starting from 6-chloro-pyrimidine-4-carboxylic acid (1H-indazol-5-yl)-amide (Intermediate 16) and cyclohexyl-(2-methoxy-ethyl)-amine (Intermediate 26), the title compound was obtained as a yellow solid.